Dataset: the Open Reaction Database (ORD), a public repository of structured organic reaction records. Task: describe an organic reaction: reactants, conditions, products, and yield The reactants are CN(C(=O)OC(C)(C)C)[C@H]1C[C@@H]([C@H](C1)C1=CC=CC=C1)CN1CCC(CC1)N(CC=C)C(=O)OCC1=CC=C(C=C1)[N+](=O)[O-] (1-(R)-(N-(methyl)-N-(t-butoxycarbonyl)amino)-3-(S)-((4-(N-(4-nitrobenzyloxycarbonyl)-N-(allyl)amino)piperidin-1-yl)methyl)-4-(S)-phenylcyclopentane), CN(C(=O)Cl)C (dimethylcarbamoyl chloride). Product: CN(C(=O)N(C)C)[C@H]1C[C@@H]([C@H](C1)C1=CC=CC=C1)CN1CCC(CC1)N(CC=C)C(=O)OCC1=CC=C(C=C1)[N+](=O)[O-] (1-(R)-(N-(Methyl)-N-(dimethylaminocarbonyl)amino)-3-(S)-((4-(N-(4-nitrobenzyloxycarbonyl)-N-(allyl)amino)piperidin-1-yl)methyl)-4-(S)-phenylcyclopentane). As a reaction SMILES: [CH3:1][N:2]([C@@H:10]1[CH2:14][C@H:13]([C:15]2[CH:20]=[CH:19][CH:18]=[CH:17][CH:16]=2)[C@@H:12]([CH2:21][N:22]2[CH2:27][CH2:26][CH:25]([N:28]([C:32]([O:34][CH2:35][C:36]3[CH:41]=[CH:40][C:39]([N+:42]([O-:44])=[O:43])=[CH:38][CH:37]=3)=[O:33])[CH2:29][CH:30]=[CH2:31])[CH2:24][CH2:23]2)[CH2:11]1)[C:3](OC(C)(C)C)=[O:4].[CH3:45][N:46](C)[C:47](Cl)=O>>[CH3:1][N:2]([C@@H:10]1[CH2:14][C@H:13]([C:15]2[CH:16]=[CH:17][CH:18]=[CH:19][CH:20]=2)[C@@H:12]([CH2:21][N:22]2[CH2:27][CH2:26][CH:25]([N:28]([C:32]([O:34][CH2:35][C:36]3[CH:37]=[CH:38][C:39]([N+:42]([O-:44])=[O:43])=[CH:40][CH:41]=3)=[O:33])[CH2:29][CH:30]=[CH2:31])[CH2:24][CH2:23]2)[CH2:11]1)[C:3]([N:46]([CH3:47])[CH3:45])=[O:4]. Reported procedure: Using essentially the same procedure as in Example 16, Step A and B but substituting 1-(R)-(N-(methyl)-N-(t-butoxycarbonyl)amino)-3-(S)-((4-(N-(4-nitrobenzyloxycarbonyl)-N-(allyl)amino)piperidin-1-yl)methyl)-4-(S)-phenylcyclopentane from Example 29, Step H in Step A and dimethylcarbamoyl chloride in Step B, the title compound was prepared. Reactants: C(C1=CC=CC=C1)N1C(C(CC1)(CCOS(=O)(=O)C)CC1=CC=CC=C1)=O (1-benzyl-3-(phenylmethyl)-3-(2-methanesulfonyloxyethyl)-2-oxopyrrolidine), C(C)OCCN1C(=NC2=C1C=CC=C2)N2CCNCCC2 (4-(1-(2-ethoxyethyl)-1H-benzimidazol-2-yl)[1,4]diazepane). Product: C(C1=CC=CC=C1)N1C(C(CC1)(CC1=CC=CC=C1)CCN1CCN(CCC1)C1=NC2=C(N1CCOCC)C=CC=C2)=O (1-Benzyl-3-(2-(4-(1-(2-ethoxyethyl)-1H-benzimidazol-2-yl)[1,4]diazepan-1-yl)ethyl)-3-(phenylmethyl)-2-oxopyrrolidine). RXN SMILES: [CH2:1]([N:8]1[CH2:12][CH2:11][C:10]([CH2:20][C:21]2[CH:26]=[CH:25][CH:24]=[CH:23][CH:22]=2)([CH2:13][CH2:14]OS(C)(=O)=O)[C:9]1=[O:27])[C:2]1[CH:7]=[CH:6][CH:5]=[CH:4][CH:3]=1.[CH2:28]([O:30][CH2:31][CH2:32][N:33]1[C:37]2[CH:38]=[CH:39][CH:40]=[CH:41][C:36]=2[N:35]=[C:34]1[N:42]1[CH2:48][CH2:47][CH2:46][NH:45][CH2:44][CH2:43]1)[CH3:29]>>[CH2:1]([N:8]1[CH2:12][CH2:11][C:10]([CH2:13][CH2:14][N:45]2[CH2:46][CH2:47][CH2:48][N:42]([C:34]3[N:33]([CH2:32][CH2:31][O:30][CH2:28][CH3:29])[C:37]4[CH:38]=[CH:39][CH:40]=[CH:41][C:36]=4[N:35]=3)[CH2:43][CH2:44]2)([CH2:20][C:21]2[CH:22]=[CH:23][CH:24]=[CH:25][CH:26]=2)[C:9]1=[O:27])[C:2]1[CH:3]=[CH:4][CH:5]=[CH:6][CH:7]=1. Procedure details: Prepare by the method of Example 1.6 using 1-benzyl-3-(phenylmethyl)-3-(2-methanesulfonyloxyethyl)-2-oxopyrrolidine and 4-(1-(2-ethoxyethyl)-1H-benzimidazol-2-yl)[1,4]diazepane to give the title compound. Run in C(C)O (ethanol), CO (methanol). Yields the product Cl.Cl.N[C@@H](CCCCN)C(=O)OC (methyl lysinate, dihydrochloride). The reactants are Nε-methyl, C(C1=CC=CC=C1)=O (benzaldehyde), C(C)(C)(C)OC(=O)N[C@@H](CCCCN)C(=O)O (Nα-tert-Butyloxycarbonyl-lysine), C[Si](C)(C)C=[N+]=[N-] (trimethylsilyldiazomethan), Nα-tert-butyloxycarbonyl, N[C@@H](CCCCN)C(=O)OC (methyl lysinate), C[Si](C)(C)Cl (trimethylsilyl chloride), [Na] (sodium), 2-(pinacolborono)benzyl bromide, C=O (formaldehyde), methyl ester amine, [BH4-].[Na+] (sodium borohydride). RXN SMILES: C(OC(N[C@H](C(O)=O)CCCCN)=O)(C)(C)C.C[Si](C=[N+]=[N-])(C)C.C(=O)C1C=CC=CC=1.[BH4-].[Na+].C=O.[Na].[NH2:38][C@H:39]([C:45]([O:47][CH3:48])=[O:46])[CH2:40][CH2:41][CH2:42][CH2:43][NH2:44].C[Si]([Cl:53])(C)C>C(O)C.CO>[ClH:53].[ClH:53].[NH2:38][C@H:39]([C:45]([O:47][CH3:48])=[O:46])[CH2:40][CH2:41][CH2:42][CH2:43][NH2:44] |f:3.4,11.12.13,^1:36|. Procedure: Nα-tert-Butyloxycarbonyl-lysine was reacted with trimethylsilyldiazomethan in ethanol. The resulting methyl ester amine was transformed to the Nε-methyl derivative via benzaldehyde and sodium borohydride, formaldehyde and sodium boronhydride and hydrogenolysis (Andruszkiewicz, J. Pol. Chem. 1988, 62, 257) followed by N-alkylation with 2-(pinacolborono)benzyl bromide. The resulting Nα-tert-butyloxycarbonyl, Nε-methyl, Nε-(2-pinacolboronobenzyl) methyl lysinate was treated with methanol and trimet... Starting materials: C(C)(=O)NCC1CC(=NO1)C1=CC=C(C=C1)C=1CCN(CC1)C(=O)OC(C)(C)C (tert-Butyl 4-[4-[5-[(acetylamino)methyl]-4,5-dihydro-3-isoxazolyl]phenyl]-3,6-dihydro-1(2H)-pyridinecarboxylate), FC(C(=O)O)(F)F (trifluoroacetic acid). Run in C(Cl)Cl (methylene chloride), C([O-])([O-])=O.[K+].[K+] (potassium carbonate). Run at temperature 0 celsius, time 2 hour. Yields the product N1(CCC=CC1)C1=CC=C(C=C1)C1=NOC(C1)CNC(C)=O (N-[[4,5-Dihydro-3-[4-(1,2,3,6-tetrahydropyridinyl) phenyl]-5-isoxazolyl]methyl]acetamide). As a reaction SMILES: [C:1]([NH:4][CH2:5][CH:6]1[O:10][N:9]=[C:8]([C:11]2[CH:16]=[CH:15][C:14](C3CCN(C(OC(C)(C)C)=O)CC=3)=[CH:13][CH:12]=2)[CH2:7]1)(=[O:3])[CH3:2].F[C:31](F)(F)[C:32](O)=O>C(Cl)Cl.C(=O)([O-])[O-].[K+].[K+]>[N:4]1([C:14]2[CH:13]=[CH:12][C:11]([C:8]3[CH2:7][CH:6]([CH2:5][NH:4][C:1](=[O:3])[CH3:2])[O:10][N:9]=3)=[CH:16][CH:15]=2)[CH2:32][CH:31]=[CH:7][CH2:6][CH2:5]1 |f:3.4.5|. Procedure: To a flame dried flask containing tert-Butyl 4-[4-[5-[(acetylamino)methyl]-4,5-dihydro-3-isoxazolyl]phenyl]-3,6-dihydro-1(2H)-pyridinecarboxylate (270 mg, 0.68 mmol) in methylene chloride (15 mL) at 0° C. is added trifluoroacetic acid (1.04 mL, 13.52 mmol). The reaction is stirred 1 hour at 0° C. and 2 hours at ambient temperature. The reaction is poured over a slurry of ice in saturated potassium carbonate (15 mL). The resulting aqueous phase is extracted with methylene chloride (5×25 mL). The ... Starting materials: C(=O)(OC(C)(C)C)N1CCNCC1 (Boc-piperazine), [BH-](OC(=O)C)(OC(=O)C)OC(=O)C.[Na+] (NaBH(OAc)3), [OH-].[Na+] (sodium hydroxide), O.Cl.C(C1=CC=CC=C1)N1CC(CCC1)=O (1-benzyl-3-piperidone monohydrochloride hydrate). Solvent: C(Cl)Cl (DCM), ClCCCl (DCE). Product: C(C)(C)(C)OC(=O)N1CCN(CC1)C1CN(CCC1)CC1=CC=CC=C1 (4-(1-benzylpiperidin-3-yl)piperazine-1-carboxylic acid tert-butyl ester). The yield is 126.8%. Reaction SMILES: [OH-].[Na+].O.Cl.[CH2:5]([N:12]1[CH2:17][CH2:16][CH2:15][C:14](=O)[CH2:13]1)[C:6]1[CH:11]=[CH:10][CH:9]=[CH:8][CH:7]=1.[C:19]([N:26]1[CH2:31][CH2:30][NH:29][CH2:28][CH2:27]1)([O:21][C:22]([CH3:25])([CH3:24])[CH3:23])=[O:20].[BH-](OC(C)=O)(OC(C)=O)OC(C)=O.[Na+]>C(Cl)Cl.ClCCCl>[C:22]([O:21][C:19]([N:26]1[CH2:31][CH2:30][N:29]([CH:14]2[CH2:15][CH2:16][CH2:17][N:12]([CH2:5][C:6]3[CH:11]=[CH:10][CH:9]=[CH:8][CH:7]=3)[CH2:13]2)[CH2:28][CH2:27]1)=[O:20])([CH3:25])([CH3:23])[CH3:24] |f:0.1,2.3.4,6.7|. Procedure: 20 ml of a 10% sodium hydroxide solution are added to a suspension of 9.96 g of 1-benzyl-3-piperidone monohydrochloride hydrate in suspension in 200 ml of DCM. The medium is stirred, and the organic phase is separated by settling out and then washed with a saturated NaCl solution. After drying over MgSO4, the organic phase is concentrated. The gum obtained is taken up in 180 ml of DCE, 10.1 g of Boc-piperazine and then 15.9 g of NaBH(OAc)3 are added and the medium is stirred at AT for 12 h. The ... Reactants: N#Cc1cccc(CBr)c1, CN(C)C=O, [H-], [Na+], O, Oc1ccc(-c2ccccc2)cc1. Product: N#Cc1cccc(COc2ccc(-c3ccccc3)cc2)c1. RXN SMILES: [C:16](#[N:17])[c:18]1[cH:19][c:20]([CH2:21][Br:22])[cH:23][cH:24][cH:25]1.[CH3:27][N:28]([CH3:29])[CH:30]=[O:31].[H-:14].[Na+:15].[OH2:26].[c:1]1(-[c:7]2[cH:8][cH:9][c:10]([OH:13])[cH:11][cH:12]2)[cH:2][cH:3][cH:4][cH:5][cH:6]1>>[c:1]1(-[c:7]2[cH:8][cH:9][c:10]([O:13][CH2:21][c:20]3[cH:19][c:18]([C:16]#[N:17])[cH:25][cH:24][cH:23]3)[cH:11][cH:12]2)[cH:2][cH:3][cH:4][cH:5][cH:6]1. Reactants: S1S[C@@H](CC1)CCCCC(=O)O (5-[(3R)-1,2-dithiolan-3-yl]pentanoic acid), C(=O)([O-])[O-].[K+].[K+] (K2CO3), hydrochloride salt, ClCCCN1[C@@H]([C@H]([C@@H]([C@H](C1)O)O)O)CO ((2R,3R,4R,5S)-1-(3-chloropropyl)-2-(hydroxymethyl)piperidine-3,4,5-triol). The solvent is CN(C)C=O (DMF), CN(C)C=O (DMF). Conditions: temperature 60 celsius, time 30 minute. Yields the product S1S[C@@H](CC1)CCCCC(=O)OCCCN1C([C@H](C(C(C1)O)O)O)CO (3-[(3R)-3,4,5-trihydroxy-2-(hydroxymethyl)piperidin-1-yl]propyl 5-[(3R)-1,2-dithiolan-3-yl]pentanoate), compound 7. Isolated yield 30.0%. As a reaction SMILES: [S:1]1[CH2:5][CH2:4][C@@H:3]([CH2:6][CH2:7][CH2:8][CH2:9][C:10]([OH:12])=[O:11])[S:2]1.C([O-])([O-])=O.[K+].[K+].Cl[CH2:20][CH2:21][CH2:22][N:23]1[CH2:28][C@H:27]([OH:29])[C@@H:26]([OH:30])[C@H:25]([OH:31])[C@H:24]1[CH2:32][OH:33]>CN(C=O)C>[S:1]1[CH2:5][CH2:4][C@@H:3]([CH2:6][CH2:7][CH2:8][CH2:9][C:10]([O:12][CH2:20][CH2:21][CH2:22][N:23]2[CH2:28][CH:27]([OH:29])[CH:26]([OH:30])[C@H:25]([OH:31])[CH:24]2[CH2:32][OH:33])=[O:11])[S:2]1 |f:1.2.3|. Procedure: To a stirred solution of 5-[(3R)-1,2-dithiolan-3-yl]pentanoic acid 6 (500 mg, 2.42 mmol) in DMF (5 mL) was added K2CO3 (1.4 g, 9.69 mmol) at room temperature and the mixture was stirred for 30 min. Then a solution of hydrochloride salt of (2R,3R,4R,5S)-1-(3-chloropropyl)-2-(hydroxymethyl)piperidine-3,4,5-triol 5 (581 mg, 2.1 mmol) in DMF (5 mL) was added to the reaction mixture and the mixture was heated at 60° C. for 16 h. The reaction mixture was then filtered through a celite pad, washed with... The reactants are C(C(=O)C)NC(=O)C1CN(CC2(CCN(CC2)C(C2=CC(=C(C=C2)OC(C)C)C)=O)O1)CC1=CC=CC=C1 (N-acetonyl-8-benzyl-3-(4-isopropoxy-3-methyl-benzoyl)-11-oxa-3,8-diazaspiro[5.5]undecane-10-carboxamide), Salt. Solvent: C1CCOC1 (THF). Run at temperature 75 celsius. Yields the product C(C)(C)OC1=C(C=C(C=C1)C=O)C ((4-isopropoxy-3-methyl-phenyl)methanone). The yield is 164.0%. Reaction SMILES: C(NC(C1OC2(CCN([C:18](=[O:30])[C:19]3[CH:24]=[CH:23][C:22]([O:25][CH:26]([CH3:28])[CH3:27])=[C:21]([CH3:29])[CH:20]=3)CC2)CN(CC2C=CC=CC=2)C1)=O)C(C)=O>C1COCC1>[CH:26]([O:25][C:22]1[CH:23]=[CH:24][C:19]([CH:18]=[O:30])=[CH:20][C:21]=1[CH3:29])([CH3:28])[CH3:27]. Reported procedure: To N-acetonyl-8-benzyl-3-(4-isopropoxy-3-methyl-benzoyl)-11-oxa-3,8-diazaspiro[5.5]undecane-10-carboxamide (136 mg, 0.26 mmol) in THF (3 mL) was added Burgess' Salt (155 mg, 0.65 mmol) and the reaction mixture was heated at 75° C. in a sealed vial for 2 hours. The solvents were removed under reduced pressure, and the residue was dissolved in DMF (1 mL), filtered and purified by Waters preparative LC/MS (1-99% ACN/H2O (5 mM HCl)). The desired fractions were concentrated in vacuo and the residue p...